From a dataset of the Open Reaction Database (ORD), a public repository of structured organic reaction records. describe an organic reaction: reactants, conditions, products, and yield Starting materials: CC(=O)O, CCO, O=[N+]([O-])c1cc(Cl)ccc1Oc1ccc(O)cc1, [Fe], [Na+], [Na+], O=C([O-])[O-], O. Yields the product Nc1cc(Cl)ccc1Oc1ccc(O)cc1. Reaction SMILES: [CH3:25][C:26](=[O:27])[OH:28].[CH3:29][CH2:30][OH:31].[Cl:1][c:2]1[cH:3][c:4]([N+:16]([O-:17])=[O:18])[c:5]([O:6][c:7]2[cH:8][cH:9][c:10]([OH:13])[cH:11][cH:12]2)[cH:14][cH:15]1.[Fe:33].[Na+:19].[Na+:20].[O-:21][C:22](=[O:23])[O-:24].[OH2:32]>>[Cl:1][c:2]1[cH:3][c:4]([NH2:16])[c:5]([O:6][c:7]2[cH:8][cH:9][c:10]([OH:13])[cH:11][cH:12]2)[cH:14][cH:15]1. The reactants are ClCC1(OC1)CCl (2,2-di(chloromethyl)-oxirane), N1N=CN=C1 (1,2,4-triazole), C([O-])([O-])=O.[K+].[K+] (potassium carbonate). Solvent: CC(=O)C (acetone). Product: N1(N=CN=C1)CC(CN1N=CN=C1)(CN1C=NN=C1)O (1,3-di(1,2,4-triazol-1-yl)-2-hydroxy-2-(1,2,4-triazol-4-yl-methyl)-propane). Isolated yield 10.7%. Reaction SMILES: Cl[CH2:2][C:3]1([CH2:6]Cl)[CH2:5][O:4]1.[NH:8]1[CH:12]=[N:11][CH:10]=[N:9]1.C(=O)([O-])[O-].[K+].[K+]>CC(C)=O>[N:8]1([CH2:2][C:3]([OH:4])([CH2:6][N:11]2[CH:10]=[N:9][N:8]=[CH:12]2)[CH2:5][N:8]2[CH:12]=[N:11][CH:10]=[N:9]2)[CH:12]=[N:11][CH:10]=[N:9]1 |f:2.3.4|. Reported procedure: 28.2 g (0.2 mole) of 2,2-di(chloromethyl)-oxirane are added dropwise to a mixture of 82.5 g (1.2 moles) of 1,2,4-triazole and 82.5 g (0.6 mole) of potassium carbonate in 400 ml of acetone, while stirring. The reaction mixture is stirred under reflux for 50 hours and filtered and the filtrate is concentrated in vacuo. The oily residue is chromatographed (silica gel 60, Merck, chloroform/methanol=20/1). 5.9 g (10.7% of theory) of 1,3-di(1,2,4-triazol-1-yl)-2-hydroxy-2-(1,2,4-triazol-4-yl-methyl)-p... Reactants: Cc1cc(Br)ccc1C(=O)NC1CC1, O=C([O-])[O-], C1CCOC1, [Na+], [Na+]. The product is Cc1cc(Br)ccc1CNC1CC1. As a reaction SMILES: [Br:1][c:2]1[cH:3][c:4]([CH3:14])[c:5]([C:6](=[O:7])[NH:8][CH:9]2[CH2:10][CH2:11]2)[cH:12][cH:13]1.[C:15](=[O:16])([O-:17])[O-:18].[CH2:21]1[O:22][CH2:23][CH2:24][CH2:25]1.[Na+:19].[Na+:20]>>[Br:1][c:2]1[cH:3][c:4]([CH3:14])[c:5]([CH2:6][NH:8][CH:9]2[CH2:10][CH2:11]2)[cH:12][cH:13]1. Reactants: N1(CCCC1)S(=O)(=O)C=1C=C(C=CC1)C1=CC=C2C=NC(=NN21)O (7-[3-(pyrrolidine-1-sulfonyl)-phenyl]-pyrrolo[2,1-f][1,2,4]triazin-2-ol), N1=CC(=CC=C1)C1=CC=C(C=C1)N (4-pyridin-3-yl-phenylamine). Yields the product N1=CC(=CC=C1)C1=CC=C(C=C1)NC1=NN2C(C=N1)=CC=C2C2=CC(=CC=C2)S(=O)(=O)N2CCCC2 ((4-Pyridin-3-yl-phenyl)-{7-[3-(pyrrolidine-1-sulfonyl)-phenyl]-pyrrolo[2,1-f][1,2,4]triazin-2-yl}-amine), solid. Isolated yield 58.0%. Reaction SMILES: [N:1]1([S:6]([C:9]2[CH:10]=[C:11]([C:15]3[N:23]4[C:18]([CH:19]=[N:20][C:21](O)=[N:22]4)=[CH:17][CH:16]=3)[CH:12]=[CH:13][CH:14]=2)(=[O:8])=[O:7])[CH2:5][CH2:4][CH2:3][CH2:2]1.[N:25]1[CH:30]=[CH:29][CH:28]=[C:27]([C:31]2[CH:36]=[CH:35][C:34]([NH2:37])=[CH:33][CH:32]=2)[CH:26]=1>>[N:25]1[CH:30]=[CH:29][CH:28]=[C:27]([C:31]2[CH:36]=[CH:35][C:34]([NH:37][C:21]3[N:20]=[CH:19][C:18]4=[CH:17][CH:16]=[C:15]([C:11]5[CH:12]=[CH:13][CH:14]=[C:9]([S:6]([N:1]6[CH2:5][CH2:4][CH2:3][CH2:2]6)(=[O:8])=[O:7])[CH:10]=5)[N:23]4[N:22]=3)=[CH:33][CH:32]=2)[CH:26]=1. Procedure: (4-Pyridin-3-yl-phenyl)-{7-[3-(pyrrolidine-1-sulfonyl)-phenyl]-pyrrolo[2,1-f][1,2,4]triazin-2-yl}-amine was prepared from 7-[3-(pyrrolidine-1-sulfonyl)-phenyl]-pyrrolo[2,1-f][1,2,4]triazin-2-ol and 4-pyridin-3-yl-phenylamine in an analogous manner to Example 1052a. Product isolated as a yellow solid (88 mg, 58%). m.p.=194-200° C.; LCMS (m/e) 497 (M+H); 1H-NMR (CDCl3, 400 MHz) δ 8.87 (s, 1H), 8.78 (s, 1H), 8.56 (d, 1H, J=4.3 Hz), 8.53 (s, 1H), 8.43 (d, 1H, J=8.0 Hz), 7.91 (d, 1H, J=8.0 Hz), 7.84 ... The reactants are ( I ), COC(=O)C=1SC=CC1N (methyl-3-amino-thiophene-2-carboxylate), C(C)C(C(=O)Cl)C(=O)Cl (ethylmalonyl chloride), C(C)OC(=O)C1=C(C2=C(NC1=O)C=CS2)Cl (7-chloro-5-oxo-4,5-dihydro-thieno[3,2-b]pyridine-6-carboxylic acid ethyl ester), ( 4 ). The product is COC(=O)C=1SC=CC1NC(CC(=O)OCC)=O (3-(2-ethoxycarbonyl-acetylamino)-thiophene-2-carboxylic acid methyl ester). RXN SMILES: [CH2:1]([O:3][C:4]([C:6]1[C:11](=[O:12])NC2C=CSC=2C=1Cl)=[O:5])[CH3:2].[CH3:17][O:18][C:19]([C:21]1[S:22][CH:23]=[CH:24][C:25]=1[NH2:26])=[O:20].C(C(C(Cl)=O)C(Cl)=O)C>>[CH3:17][O:18][C:19]([C:21]1[S:22][CH:23]=[CH:24][C:25]=1[NH:26][C:11](=[O:12])[CH2:6][C:4]([O:3][CH2:1][CH3:2])=[O:5])=[O:20]. Procedure details: A preferred intermediate in the preparation of compound of structure (I) is 7-chloro-5-oxo-4,5-dihydro-thieno[3,2-b]pyridine-6-carboxylic acid ethyl ester, depicted by formula (4) below. To prepare this intermediate, methyl-3-amino-thiophene-2-carboxylate was reacted with ethylmalonyl chloride to yield intermediate 3-(2-ethoxycarbonyl-acetylamino)-thiophene-2-carboxylic acid methyl ester, depicted by formula (1). This intermediate was converted to 7-hydroxy-5-oxo-4,5-dihydro-thieno[3,2-b]pyridin... Reactants: ClC1=NC=CN=C1Cl (2,3-dichloropyrazine), N1(CCNCC1)C(=O)OC(C)(C)C (tert-butyl piperazine-1-carboxylate). Solvent: C(C)O (ethanol). The product is ClC=1C(=NC=CN1)N1CCN(CC1)C(=O)OC(C)(C)C (tert-Butyl 4-(3-chloropyrazin-2-yl)piperazine-1-carboxylate). Isolated yield 69.8%. Reaction SMILES: Cl[C:2]1[C:7]([Cl:8])=[N:6][CH:5]=[CH:4][N:3]=1.[N:9]1([C:15]([O:17][C:18]([CH3:21])([CH3:20])[CH3:19])=[O:16])[CH2:14][CH2:13][NH:12][CH2:11][CH2:10]1>C(O)C>[Cl:8][C:7]1[C:2]([N:12]2[CH2:11][CH2:10][N:9]([C:15]([O:17][C:18]([CH3:21])([CH3:20])[CH3:19])=[O:16])[CH2:14][CH2:13]2)=[N:3][CH:4]=[CH:5][N:6]=1. Reported procedure: A 500 mL round bottom flask was charged with 2,3-dichloropyrazine (10.0 g, 67.1 mmol), tert-butyl piperazine-1-carboxylate (25.0 g, 134 mmol) and ethanol (200 mL). The resulting solution was heated at reflux overnight. The solvent was evaporated and the residue was purified by flash column chromatography on silica gel with 5%-10% EtOAc in petroleum ether, to afford 14.0 g (70%) of the product as a white solid. 1H NMR (300 MHz, CDCl3) δ: 8.08 (d, J=2.4 Hz, 1H), 7.87 (d, J=2.4 Hz, 1H), 3.55 (m, 4H... Reactants: CC1CN(C(=O)OC(C)(C)C)CCN1, CC(=O)O[BH-](OC(C)=O)OC(C)=O, CCc1nc2c(cnn2CC)c(NC2CCOCC2)c1CN(Cc1ccc(C)c(-c2cccc(C=O)c2)c1)C(=O)C1(C(N)=O)CC1, CC(=O)O, ClCCl, O=C(O)C(F)(F)F, [Na+]. The product is CCc1nc2c(cnn2CC)c(NC2CCOCC2)c1CN(Cc1ccc(C)c(-c2cccc(CN3CCNC(C)C3)c2)c1)C(=O)C1(C(N)=O)CC1. As a reaction SMILES: [C:47]([O:48][C:49]([CH3:50])([CH3:51])[CH3:52])(=[O:53])[N:54]1[CH2:55][CH:56]([CH3:60])[NH:57][CH2:58][CH2:59]1.[C:61]([O:62][BH-:63]([O:64][C:65](=[O:66])[CH3:67])[O:68][C:69](=[O:70])[CH3:71])(=[O:72])[CH3:73].[CH2:1]([CH3:2])[n:3]1[n:4][cH:5][c:6]2[c:7]1[n:8][c:9]([CH2:45][CH3:46])[c:10]([CH2:19][N:20]([C:21](=[O:22])[C:23]1([C:26](=[O:27])[NH2:28])[CH2:24][CH2:25]1)[CH2:29][c:30]1[cH:31][c:32](-[c:37]3[cH:38][c:39]([CH:43]=[O:44])[cH:40][cH:41][cH:42]3)[c:33]([CH3:36])[cH:34][cH:35]1)[c:11]2[NH:12][CH:13]1[CH2:14][CH2:15][O:16][CH2:17][CH2:18]1.[CH3:75][C:76](=[O:77])[OH:78].[Cl:79][CH2:80][Cl:81].[F:82][C:83]([F:84])([F:85])[C:86]([OH:87])=[O:88].[Na+:74]>>[CH2:1]([CH3:2])[n:3]1[n:4][cH:5][c:6]2[c:7]1[n:8][c:9]([CH2:45][CH3:46])[c:10]([CH2:19][N:20]([C:21](=[O:22])[C:23]1([C:26](=[O:27])[NH2:28])[CH2:24][CH2:25]1)[CH2:29][c:30]1[cH:31][c:32](-[c:37]3[cH:38][c:39]([CH2:43][N:54]4[CH2:55][CH:56]([CH3:60])[NH:57][CH2:58][CH2:59]4)[cH:40][cH:41][cH:42]3)[c:33]([CH3:36])[cH:34][cH:35]1)[c:11]2[NH:12][CH:13]1[CH2:14][CH2:15][O:16][CH2:17][CH2:18]1.